Dataset: the Open Reaction Database (ORD), a public repository of structured organic reaction records. Task: describe an organic reaction: reactants, conditions, products, and yield Starting materials: COC1=CC2=C(OCC3=C(C2CCCNC)C=CC=C3)C=C1 (2-methoxy-11-(3-methylaminopropyl)-6,11-dihydrodibenzo[b,e]oxepin), I (hydriodic acid). Run in C(C)(=O)O (acetic acid). Conditions: temperature 90 celsius. Product: OC1=CC\2=C(OCC3=C(/C2=C/CCNC)C=CC=C3)C=C1 ((Z)-2-Hydroxy-11-(3-methylaminopropylidene)-6,11-dihydrodibenzo[b,e]oxepin). RXN SMILES: C[O:2][C:3]1[CH:22]=[CH:21][C:6]2[O:7][CH2:8][C:9]3[CH:20]=[CH:19][CH:18]=[CH:17][C:10]=3[CH:11]([CH2:12][CH2:13][CH2:14][NH:15][CH3:16])[C:5]=2[CH:4]=1.I>C(O)(=O)C>[OH:2][C:3]1[CH:22]=[CH:21][C:6]2[O:7][CH2:8][C:9]3[CH:20]=[CH:19][CH:18]=[CH:17][C:10]=3/[C:11](=[CH:12]/[CH2:13][CH2:14][NH:15][CH3:16])/[C:5]=2[CH:4]=1. Reported procedure: A mixture of 2-methoxy-11-(3-methylaminopropyl)-6,11-dihydrodibenzo[b,e]oxepin (0.005 mol) with glacial acetic acid (0.2 ml) and hydriodic acid (0.2 ml, 57%) is stirred and heated for 5 hr at 90° C. The product is then extracted and purified by pouring into ice water (25 mL), made alkaline with sodium hydroxide (2N) and extracted with ether (2×10 mL). The aqueous layer is then adjusted to pH 6.8 with hydrochloric acid (6N). The mixture is then brought to pH 7 by the addition of sodium bicarbonat...